From a dataset of the Open Reaction Database (ORD), a public repository of structured organic reaction records. describe an organic reaction: reactants, conditions, products, and yield Starting materials: [Br-], N#Cc1ccccc1N, CCOCC, CCOC(C)=O, [Mg+]C1CCCC1, Cl, [Na+], [OH-], O, O. Yields the product Nc1ccccc1C(=O)C1CCCC1. RXN SMILES: [Br-:10].[C:1]([c:2]1[c:3]([NH2:4])[cH:5][cH:6][cH:7][cH:8]1)#[N:9].[CH3:21][CH2:22][O:23][CH2:24][CH3:25].[CH3:27][CH2:28][O:29][C:30](=[O:31])[CH3:32].[CH:11]1([Mg+:16])[CH2:12][CH2:13][CH2:14][CH2:15]1.[ClH:17].[Na+:19].[OH-:18].[OH2:20].[OH2:26]>>[C:1]([c:2]1[c:3]([NH2:4])[cH:5][cH:6][cH:7][cH:8]1)([CH:11]1[CH2:12][CH2:13][CH2:14][CH2:15]1)=[O:18]. Starting materials: C=1(C(=CC=CC1N)N)C (2,6-toluenediamine), C=CC(C)=C (isoprene), CCCCC (pentane), H-Y zeolite. Product: CC(=CCC1=C(C(=C(C=C1)N)C)N)C (3-(3-methylbut-2-enyl)-2,6-toluenediamine). RXN SMILES: [C:1]1([CH3:9])[C:2]([NH2:8])=[CH:3][CH:4]=[CH:5][C:6]=1[NH2:7].[CH2:10]=[CH:11][C:12](=[CH2:14])[CH3:13].CCCCC>>[CH3:13][C:12]([CH3:14])=[CH:11][CH2:10][C:3]1[CH:4]=[CH:5][C:6]([NH2:7])=[C:1]([CH3:9])[C:2]=1[NH2:8]. Procedure details: A 200 g (1.64 mol) portion of 2,6-toluenediamine, 167 g (2.45 mol) of isoprene, 200 g (2.78 mol) of pentane, and 20 g of powdered H-Y zeolite were reacted at 150° C. in a similar fashion as indicated in Example 1. Isolation of a catalyst free sample was obtained by hot filtration. Selective removal of all residual hydrocarbon by vacuum distillation afforded the following product mixture: Procedure: To a solution of 4-chloro-3-acetoxy-10H-phenothiazine (see Example 4) in DMF (10 mls) was added methyl iodide (0.34 ml) and sodium hydride (114 mg). The reaction mixture was stirred at ambient temperature for 12 hours. Methanol and water were then added and the resulting mixture extracted with EtOAc. The organic phases were then collected, dried and evaporated. The resulting residue was purified by chromatography on silica gel (HPLC) to give 0.56 g of 4-chloro-3-methoxy-10-acetyl-10H-phenothiazi... The solvent is O (water). Reaction SMILES: [C:1]([O:4][C:5]1[CH:6]=[CH:7][C:8]2[NH:9][C:10]3[C:15]([S:16][C:17]=2[C:18]=1[Cl:19])=[CH:14][CH:13]=[CH:12][CH:11]=3)(=O)C.[CH3:20]I.[H-].[Na+].CO.CN([CH:29]=[O:30])C>O>[Cl:19][C:18]1[C:17]2[S:16][C:15]3[C:10](=[CH:11][CH:12]=[CH:13][CH:14]=3)[N:9]([C:29](=[O:30])[CH3:20])[C:8]=2[CH:7]=[CH:6][C:5]=1[O:4][CH3:1] |f:2.3|. Product: ClC1=C(C=CC=2N(C3=CC=CC=C3SC12)C(C)=O)OC (4-chloro-3-methoxy-10-acetyl-10H-phenothiazine). The reactants are CO (Methanol), C(C)(=O)OC=1C=CC=2NC3=CC=CC=C3SC2C1Cl (3-acetoxy-4-chloro-10H-phenothiazine), CI (methyl iodide), [H-].[Na+] (sodium hydride), CN(C)C=O (DMF). Reaction conditions: time 12 hour. Reactants: Cn1ncc([N+](=O)[O-])c1Cl, CC(C)(C)OC(=O)N1CCC(N)CC1. The product is Cn1ncc([N+](=O)[O-])c1NC1CCN(C(=O)OC(C)(C)C)CC1. As a reaction SMILES: [Cl:1][c:2]1[c:3]([N+:8](=[O:9])[O-:10])[cH:4][n:5][n:6]1[CH3:7].[NH2:11][CH:12]1[CH2:13][CH2:14][N:15]([C:18](=[O:19])[O:20][C:21]([CH3:22])([CH3:23])[CH3:24])[CH2:16][CH2:17]1>>[c:2]1([NH:11][CH:12]2[CH2:13][CH2:14][N:15]([C:18](=[O:19])[O:20][C:21]([CH3:22])([CH3:23])[CH3:24])[CH2:16][CH2:17]2)[c:3]([N+:8](=[O:9])[O-:10])[cH:4][n:5][n:6]1[CH3:7]. The reactants are C(C1=CC=CC=C1)OC1=CC=C(C=C1)\C=C\[N+](=O)[O-] (1-(benzyloxy)-4-[(E)-2-nitrovinyl]benzene), O (water), [I-].C[S+](=O)(C)C (Trimethylsulfoxonium iodide), CC(C)(C)O (t-BuOH). The solvent is CS(=O)C (DMSO), CS(=O)C (DMSO). Conditions: time 6 hour. Yields the product C(C1=CC=CC=C1)OC1=CC=C(C=C1)[C@H]1[C@@H](C1)[N+](=O)[O-] (1-(benzyloxy)-4-[(trans)-2-nitrocyclopropyl]benzene). Isolated yield 25.3%. As a reaction SMILES: [I-].C[S+](C)(C)=O.[CH3:7]C(O)(C)C.[CH2:12]([O:19][C:20]1[CH:25]=[CH:24][C:23](/[CH:26]=[CH:27]/[N+:28]([O-:30])=[O:29])=[CH:22][CH:21]=1)[C:13]1[CH:18]=[CH:17][CH:16]=[CH:15][CH:14]=1.O>CS(C)=O>[CH2:12]([O:19][C:20]1[CH:25]=[CH:24][C:23]([C@@H:26]2[CH2:7][C@H:27]2[N+:28]([O-:30])=[O:29])=[CH:22][CH:21]=1)[C:13]1[CH:14]=[CH:15][CH:16]=[CH:17][CH:18]=1 |f:0.1|. Procedure: Trimethylsulfoxonium iodide (0.62 g, 2.82 mmol) was added in portions to a solution of t-BuOH (0.32 g, 2.82 mmol) in dry DMSO (5 mL). After 10 min a solution of 1-(benzyloxy)-4-[(E)-2-nitrovinyl]benzene (0.60 g, 2.35 mmol) in DMSO (5 mL) was transferred via canula and the mixture was stirred at room temperature for 6 h. The reaction was poured over water (10 mL) and extracted with Et2O (3×10 mL); the organic layers were washed with brine (2×15 mL), dried over anhydrous Na2SO4 and filtered. After... Starting materials: S1CNC(C1)C(=O)N (thiazolidine-4-carboxylic acid amide), ClCC(=O)Cl (chloroacetyl chloride). Yields the product ClCC(=O)N1CSC[C@@H]1C#N ((S)-3-(2-Chloroacetyl)thiazolidine-4carbonitrile). Yield: 59.1%. As a reaction SMILES: [S:1]1[CH2:5][CH:4]([C:6]([NH2:8])=O)[NH:3][CH2:2]1.[Cl:9][CH2:10][C:11](Cl)=[O:12]>>[Cl:9][CH2:10][C:11]([N:3]1[C@@H:4]([C:6]#[N:8])[CH2:5][S:1][CH2:2]1)=[O:12]. Procedure details: In a similar procedure as employed in the Intermediate Example 1, the thiazolidine-4-carboxylic acid amide (102 mg) obtained above was reacted with chloroacetyl chloride (105 mg) and then subjected to dehydration reaction to give the title compound (87 mg, Y.:59%).